From a dataset of the Open Reaction Database (ORD), a public repository of structured organic reaction records. describe an organic reaction: reactants, conditions, products, and yield Reactants: COC=1C=C2C=3CC(COC3C=NC2=CC1)CN1CCC(CC1)N (1-(6-methoxy-3,4-dihydro-2H-1-oxa-9-aza-phenanthren-3-ylmethyl)-piperidin-4-ylamine), O=C1CSC2=C(N1)C=C(C=C2)C=O (3-oxo-3,4-dihydro-2H-benzo[1,4]thiazine-6-carbaldehyde). Product: COC=1C=C2C=3CC(COC3C=NC2=CC1)CN1CCC(CC1)NCC=1C=CC2=C(NC(CS2)=O)C1 (6-{[1-(6-methoxy-3,4-dihydro-2H-1-oxa-9-aza-phenanthren-3-ylmethyl)-piperidin-4-ylamino]-methyl}-4H-benzo[1,4]thiazin-3-one). As a reaction SMILES: [CH3:1][O:2][C:3]1[CH:4]=[C:5]2[C:14](=[CH:15][CH:16]=1)[N:13]=[CH:12][C:11]1[O:10][CH2:9][CH:8]([CH2:17][N:18]3[CH2:23][CH2:22][CH:21]([NH2:24])[CH2:20][CH2:19]3)[CH2:7][C:6]2=1.[O:25]=[C:26]1[NH:31][C:30]2[CH:32]=[C:33]([CH:36]=O)[CH:34]=[CH:35][C:29]=2[S:28][CH2:27]1>>[CH3:1][O:2][C:3]1[CH:4]=[C:5]2[C:14](=[CH:15][CH:16]=1)[N:13]=[CH:12][C:11]1[O:10][CH2:9][CH:8]([CH2:17][N:18]3[CH2:23][CH2:22][CH:21]([NH:24][CH2:36][C:33]4[CH:34]=[CH:35][C:29]5[S:28][CH2:27][C:26](=[O:25])[NH:31][C:30]=5[CH:32]=4)[CH2:20][CH2:19]3)[CH2:7][C:6]2=1. Procedure details: The titled compound is prepared as an off-white lyophilized powder following Scheme 1 and in analogy to Example 18 using 1-(6-methoxy-3,4-dihydro-2H-1-oxa-9-aza-phenanthren-3-ylmethyl)-piperidin-4-ylamine and 3-oxo-3,4-dihydro-2H-benzo[1,4]thiazine-6-carbaldehyde as starting material. Reactants: F[B-](F)(F)F, CC(C)(C)c1ccc(CNCCc2cccc(C(F)(F)F)c2)cc1, CCN(C(C)C)C(C)C, CN(C)C=O, O, CN(C)C(On1nnc2ccccc21)=[N+](C)C, O=C(O)c1cccc2cc[nH]c12. Product: CC(C)(C)c1ccc(CN(CCc2cccc(C(F)(F)F)c2)C(=O)c2cccc3cc[nH]c23)cc1. Reaction SMILES: [B-:13]([F:14])([F:15])([F:16])[F:17].[C:44]([CH3:45])([CH3:46])([CH3:47])[c:48]1[cH:49][cH:50][c:51]([CH2:52][NH:53][CH2:54][CH2:55][c:56]2[cH:57][c:58]([C:62]([F:63])([F:64])[F:65])[cH:59][cH:60][cH:61]2)[cH:66][cH:67]1.[CH:35]([N:36]([CH2:37][CH3:38])[CH:39]([CH3:40])[CH3:41])([CH3:42])[CH3:43].[O:68]=[CH:69][N:70]([CH3:71])[CH3:72].[OH2:73].[n:18]1([O:19][C:20]([N:21]([CH3:22])[CH3:23])=[N+:24]([CH3:25])[CH3:26])[c:27]2[cH:28][cH:29][cH:30][cH:31][c:32]2[n:33][n:34]1.[nH:1]1[cH:2][cH:3][c:4]2[cH:5][cH:6][cH:7][c:8]([C:10](=[O:11])[OH:12])[c:9]12>>[nH:1]1[cH:2][cH:3][c:4]2[cH:5][cH:6][cH:7][c:8]([C:10](=[O:12])[N:53]([CH2:52][c:51]3[cH:50][cH:49][c:48]([C:44]([CH3:45])([CH3:46])[CH3:47])[cH:67][cH:66]3)[CH2:54][CH2:55][c:56]3[cH:57][c:58]([C:62]([F:63])([F:64])[F:65])[cH:59][cH:60][cH:61]3)[c:9]12. Reactants: C(=O)(OCC)NNC(=O)NCCOC1=CC=CC=C1 (1-Carbethoxy-4-(2-phenoxyethyl)semicarbazide), [OH-].[K+] (potassium hydroxide), Cl (HCl). Run in O (water). Run at temperature 95 celsius. Product: O(C1=CC=CC=C1)CCN1C(NNC1=O)=O (4-(2-Phenoxyethyl)-1,2,4-triazolidine-3,5-dione). Reaction SMILES: [C:1]([NH:6][NH:7][C:8]([NH:10][CH2:11][CH2:12][O:13][C:14]1[CH:19]=[CH:18][CH:17]=[CH:16][CH:15]=1)=[O:9])([O:3]CC)=O.[OH-].[K+].Cl>O>[O:13]([CH2:12][CH2:11][N:10]1[C:1](=[O:3])[NH:6][NH:7][C:8]1=[O:9])[C:14]1[CH:19]=[CH:18][CH:17]=[CH:16][CH:15]=1 |f:1.2|. Procedure: The 1-(ethoxycarbonyl)semicarbazide VII (10.28 g, 0.0385 mol) was added to a solution of potassium hydroxide (4.96 g, 0.0769 mol) in water (105 mL) and the suspension was stirred and heated in an oil bath at 95° C. (oil bath temp.) for one hour. The yellow mixture was cooled to 25° C. and filtered. The filtrate was further cooled in an ice bath and neutralized by the slow addition of 6.72 ml (0.0807 mol) of conc. HCl. After 15 min. a white precipitate of VI was collected by filtration, washed wi... The reactants are C(C)OC(=CC1=NCCC1)C1=CC=CC=C1.F[B-](F)(F)F (2-(2-ethoxy-2-phenyl-ethenyl)-1-pyrroline tetrafluoroborate), N1CCCCC1 (piperidine), CS(=O)(=O)O (methanesulphonic acid), crude base. Solvent: C(C)(C)O (isopropanol). Yields the product N1(CCCCC1)C(=CC1=NCCC1)C1=CC=CC=C1 (2-(1-piperidyl-2-phenylethenyl]-1-pyrroline-), CS(=O)(=O)[O-] (methanesulphonate). Reaction SMILES: C(O[C:4]([C:11]1[CH:16]=[CH:15][CH:14]=[CH:13][CH:12]=1)=[CH:5][C:6]1[CH2:10][CH2:9][CH2:8][N:7]=1)C.F[B-](F)(F)F.[CH3:22][S:23]([OH:26])(=[O:25])=[O:24].[NH:27]1[CH2:32][CH2:31][CH2:30][CH2:29][CH2:28]1>C(O)(C)C>[N:27]1([C:4]([C:11]2[CH:12]=[CH:13][CH:14]=[CH:15][CH:16]=2)=[CH:5][C:6]2[CH2:10][CH2:9][CH2:8][N:7]=2)[CH2:32][CH2:31][CH2:30][CH2:29][CH2:28]1.[CH3:22][S:23]([O-:26])(=[O:25])=[O:24] |f:0.1|. Procedure: Crude 2-[2-(1-piperidyl)-2-phenyl-ethenyl]-1-pyrroline is produced by refluxing for 12 hours the solution of 9.1 g (0.03 mole) of 2-(2-ethoxy-2-phenyl-ethenyl)-1-pyrroline-tetrafluoroborate in 25 ml of piperidine, and processing the reaction mixture analogously to Example 1. By the addition of 2.8 g of methanesulphonic acid to the solution of the crude base in isopropanol, concentration of this solution in the rotary evaporator and recrystallisation of the residue from acetone/hexane, there is o...